Dataset: the Open Reaction Database (ORD), a public repository of structured organic reaction records. Task: describe an organic reaction: reactants, conditions, products, and yield The reactants are C1(C=2C(C(=O)O1)=CC=CC2)=O (phthalic acid anhydride), N (ammonia), C(C=1C(N)=CC=CC1)(=O)O (anthranilic acid), ClC1=C(C=CC=C1)C (o-chlorotoluene), C(C=1C(N)=CC=CC1)(=O)O (anthranilic acid), [O-][Cr](=O)(=O)O[Cr](=O)(=O)[O-].[Na+].[Na+] (sodium bichromate), C(C=1C(O)=CC=CC1)(=S)S (dithiosalicylic acid), [NH4+].S1(=O)(=O)NC(=O)C2=CC=CC=C12 (saccharin ammonium salt), methyl benzoate-o-sulphonic acid chloride, C(C=1C(O)=CC=CC1)(=S)S (dithiosalicylic acid), C1(C=2C(C(N1)=O)=CC=CC2)=O (phthalimide), C1(C=2C(C(N1)=O)=CC=CC2)=O (phthalimide), [S-2].[Na+].[Na+].[S] (sodium sulphide sulphur). Solvent: CO (methanol). Yields the product ClC1=C(C(=O)O)C=CC=C1 (o-chlorobenzoic acid). As a reaction SMILES: [C:1]1(=[O:11])[O:6]C(=O)[C:3]2=[CH:7][CH:8]=[CH:9][CH:10]=[C:2]12.C1(=O)NC(=O)C2=CC=CC=C12.C(O)(=O)C1C(=CC=CC=1)N.[S-2].[Na+].[Na+].[S].C(S)(=S)C1C(=CC=CC=1)O.N.[NH4+].S1(C2C(=CC=CC=2)C(=O)N1)(=O)=O.[Cl:61]C1C=CC=CC=1C.[O-][Cr](O[Cr]([O-])(=O)=O)(=O)=O.[Na+].[Na+]>CO>[Cl:61][C:3]1[CH:7]=[CH:8][CH:9]=[CH:10][C:2]=1[C:1]([OH:6])=[O:11] |f:3.4.5.6,9.10,12.13.14,^3:35|. Procedure details: A further production process comprises converting phthalic acid anhydride into phthalimide and phthalimide into anthranilic acid, diazotising the anthranilic acid and reacting the diazotised product with sodium sulphide/sulphur to dithiosalicylic acid, esterifying the dithiosalicylic acid with methanol, and reacting the esterified product by means of oxidating chlorination to methyl benzoate-o-sulphonic acid chloride and subsequently converting this with ammonia into the saccharin ammonium salt.... The reactants are C(C)OC(=O)CC=1C=C(C=NC1)C1=C(C=C(C(=O)O)C=C1)CNCC (4-(5-Ethoxycarbonylmethyl-pyridin-3-yl)-3-ethylaminomethyl-benzoic acid), C(C)(C)N(CC)C(C)C (diisopropylethylamine), C1(CC1)C(=O)Cl (Cyclopropanecarbonyl chloride). The solvent is C(Cl)Cl (CH2Cl2). Reaction conditions: time 10 minute. Yields the product C(=O)(O)CC=1C=C(C=NC1)C1=C(C=C(C(=O)O)C=C1)CN(CC)C(=O)C1CC1 (4-(5-carboxymethyl-pyridin-3-yl)-3-[(N-cyclopropanecarbonyl-N-ethyl-amino)-methyl]-benzoic acid). RXN SMILES: C([O:3][C:4]([CH2:6][C:7]1[CH:8]=[C:9]([C:13]2[CH:21]=[CH:20][C:16]([C:17]([OH:19])=[O:18])=[CH:15][C:14]=2[CH2:22][NH:23][CH2:24][CH3:25])[CH:10]=[N:11][CH:12]=1)=[O:5])C.C(N(C(C)C)CC)(C)C.[CH:35]1([C:38](Cl)=[O:39])[CH2:37][CH2:36]1>C(Cl)Cl>[C:4]([CH2:6][C:7]1[CH:8]=[C:9]([C:13]2[CH:21]=[CH:20][C:16]([C:17]([OH:19])=[O:18])=[CH:15][C:14]=2[CH2:22][N:23]([C:38]([CH:35]2[CH2:37][CH2:36]2)=[O:39])[CH2:24][CH3:25])[CH:10]=[N:11][CH:12]=1)([OH:3])=[O:5]. Reported procedure: 4-(5-Ethoxycarbonylmethyl-pyridin-3-yl)-3-ethylaminomethyl-benzoic acid (0.347 g, 1.0 mmol) and diisopropylethylamine (0.44 mL, 2.5 mmol) were combined in CH2Cl2 (75 mL). Cyclopropanecarbonyl chloride (0.12 mL, 1.3 mmol) was added slowly, and the reaction was stirred at room temperature for 10 minutes. The mixture was quenched with H2O (100 mL), and the product was extracted with CH2Cl2. The combined organic layers were washed with brine and concentrated. The crude material was dissolved in MeOH... Starting materials: CC(C)(C)NS(=O)(=O)c1ccc(B(O)O)cc1, Cc1cc(-c2ccc(Cl)c(Cl)c2)nc(-n2cnc(I)c2)n1. Yields the product Cc1cc(-c2ccc(Cl)c(Cl)c2)nc(-n2cnc(-c3ccc(S(=O)(=O)NC(C)(C)C)cc3)c2)n1. As a reaction SMILES: [C:22]([CH3:23])([CH3:24])([CH3:25])[NH:26][S:27](=[O:28])(=[O:29])[c:30]1[cH:31][cH:32][c:33]([B:36]([OH:37])[OH:38])[cH:34][cH:35]1.[Cl:1][c:2]1[cH:3][c:4](-[c:9]2[n:10][c:11](-[n:16]3[cH:17][n:18][c:19]([I:21])[cH:20]3)[n:12][c:13]([CH3:15])[cH:14]2)[cH:5][cH:6][c:7]1[Cl:8]>>[Cl:1][c:2]1[cH:3][c:4](-[c:9]2[n:10][c:11](-[n:16]3[cH:17][n:18][c:19](-[c:33]4[cH:32][cH:31][c:30]([S:27]([NH:26][C:22]([CH3:23])([CH3:24])[CH3:25])(=[O:28])=[O:29])[cH:35][cH:34]4)[cH:20]3)[n:12][c:13]([CH3:15])[cH:14]2)[cH:5][cH:6][c:7]1[Cl:8]. Starting materials: ClC1=C(C=CC(=C1)[N+](=O)[O-])NCCN(CC)CC (N′-(2-chloro-4-nitro-phenyl)-N,N-diethyl-ethane-1,2-diamine). The reagents and catalysts are [Ni] (Ni). Run in CO (MeOH). Conditions: time 2 hour. Product: C(C)N(CCNC1=CC=C(C=C1)N)CC (N-(2-diethylamino-ethyl)-benzene-1,4-diamine). Reaction SMILES: Cl[C:2]1[CH:7]=[C:6]([N+:8]([O-])=O)[CH:5]=[CH:4][C:3]=1[NH:11][CH2:12][CH2:13][N:14]([CH2:17][CH3:18])[CH2:15][CH3:16]>CO.[Ni]>[CH2:17]([N:14]([CH2:15][CH3:16])[CH2:13][CH2:12][NH:11][C:3]1[CH:2]=[CH:7][C:6]([NH2:8])=[CH:5][CH:4]=1)[CH3:18]. Procedure details: 1.20 mg (4.416 mmol) of N′-(2-chloro-4-nitro-phenyl)-N,N-diethyl-ethane-1,2-diamine was added to a suspension of 200 mg Raney-Ni in 20 mL MeOH and the mixture was hydrogenated for 2 hours at RT under 20 psi H2 atmosphere. The catalyst was filtered off and the filtrate evaporated down i. vac. Starting materials: C(C1=CC=CC=C1)NCC[C@@H](CO[Si](C1=CC=CC=C1)(C1=CC=CC=C1)C(C)(C)C)NC(OC(C)(C)C)=O ((S)-tert-butyl (4-(benzylamino)-1-((tert-butyldiphenylsilyl)oxy)butan-2-yl)carbamate), C(=O)[O-].[NH4+] (ammonium formate). Reagents/catalysts: [OH-].[OH-].[Pd+2] (Pd(OH)2). Run in CO (MeOH). Conditions: temperature 70 celsius, time 1.5 hour. Yields the product NCC[C@@H](CO[Si](C1=CC=CC=C1)(C1=CC=CC=C1)C(C)(C)C)NC(OC(C)(C)C)=O ((S)-tert-butyl (4-amino-1-((tert-butyldiphenylsilyl)oxy)butan-2-yl)carbamate). Yield: 105.4%. As a reaction SMILES: C([NH:8][CH2:9][CH2:10][C@H:11]([NH:31][C:32](=[O:38])[O:33][C:34]([CH3:37])([CH3:36])[CH3:35])[CH2:12][O:13][Si:14]([C:27]([CH3:30])([CH3:29])[CH3:28])([C:21]1[CH:26]=[CH:25][CH:24]=[CH:23][CH:22]=1)[C:15]1[CH:20]=[CH:19][CH:18]=[CH:17][CH:16]=1)C1C=CC=CC=1.C([O-])=O.[NH4+]>CO.[OH-].[OH-].[Pd+2]>[NH2:8][CH2:9][CH2:10][C@H:11]([NH:31][C:32](=[O:38])[O:33][C:34]([CH3:37])([CH3:36])[CH3:35])[CH2:12][O:13][Si:14]([C:27]([CH3:30])([CH3:28])[CH3:29])([C:15]1[CH:20]=[CH:19][CH:18]=[CH:17][CH:16]=1)[C:21]1[CH:26]=[CH:25][CH:24]=[CH:23][CH:22]=1 |f:1.2,4.5.6|. Procedure details: To (S)-tert-butyl (4-(benzylamino)-1-((tert-butyldiphenylsilyl)oxy)butan-2-yl)carbamate (8.0 g, 15.0 mmol) in MeOH (100 mL) was added ammonium formate (9.47 g, 150 mmol) and Pd(OH)2 (1.054 g, 1.502 mmol). The reaction mixture was stirred at 70° C. for 1.5 h then cooled to rt and filtered through a celite, eluting with MeOH/EtOAc (1:2, ˜800 mL). The filtrate was concentrated in vacuo to afford the title compound (7 g) of a light brown residue which was used as such without further purification. L... Starting materials: [NH4+].[Cl-] (NH4Cl), CN1CCC(CC1)OC1=CC=CC(=N1)N (6-(1-methyl-piperidin-4-yloxy)-pyridin-2-ylamine), ClC1=C(C(=O)Cl)C(=CC=C1)F (2-chloro-6-fluorobenzoyl chloride), N.CO (NH3 methanol). The solvent is O1CCOCC1 (dioxane), CO (Methanol). Run at temperature 50 celsius. Yields the product Cl.ClC1=C(C(=O)NC2=NC(=CC=C2)OC2CCN(CC2)C)C(=CC=C1)F (2-Chloro-6-fluoro-N-[6-(1-methyl-piperidin-4-yloxy)-pyridin-2-yl]-benzamide hydrogen chloride salt). As a reaction SMILES: [CH3:1][N:2]1[CH2:7][CH2:6][CH:5]([O:8][C:9]2[N:14]=[C:13]([NH2:15])[CH:12]=[CH:11][CH:10]=2)[CH2:4][CH2:3]1.[Cl:16][C:17]1[CH:25]=[CH:24][CH:23]=[C:22]([F:26])[C:18]=1[C:19](Cl)=[O:20].N.CO.[NH4+].[Cl-]>CO.O1CCOCC1>[ClH:16].[Cl:16][C:17]1[CH:25]=[CH:24][CH:23]=[C:22]([F:26])[C:18]=1[C:19]([NH:15][C:13]1[CH:12]=[CH:11][CH:10]=[C:9]([O:8][CH:5]2[CH2:4][CH2:3][N:2]([CH3:1])[CH2:7][CH2:6]2)[N:14]=1)=[O:20] |f:2.3,4.5,8.9|. Procedure details: Combine 6-(1-methyl-piperidin-4-yloxy)-pyridin-2-ylamine (preparation 60, 200 mg, 0.96 mmol), and dioxane (15 mL), stir and heat at 50° C. Add 2-chloro-6-fluorobenzoyl chloride (214 □L, 1.1 mmol), and heat at 85° C. for an additional 3 hr. Cool the reaction to room temperature, and load onto a 5 g SCX cartridge. Wash resin with Methanol, then remove product with 2 M NH3/methanol. Concentrate in vacuo, and silica gel chromatography eluting with 5-20% 2 M NH3 in methanol/methylene dichloride. Diss... Reactants: C(CCCCCCCCCCC)Cl (dodecyl chloride), NC=1C=C(C(=O)O)C=CC1Cl (3-amino-4-chlorobenzoic acid), CS(=O)C (dimethylsulfoxide), C([O-])([O-])=O.[K+].[K+] (potassium carbonate). Run in O (water), C(C)(=O)OCC (ethyl acetate). Reaction conditions: temperature 25 celsius, time 30 minute. Product: NC=1C=C(C(=O)OCCCCCCCCCCCC)C=CC1Cl (Dodecyl 3-Amino-4-chlorobenzoate). Isolated yield 95.0%. RXN SMILES: [NH2:1][C:2]1[CH:3]=[C:4]([CH:8]=[CH:9][C:10]=1[Cl:11])[C:5]([OH:7])=[O:6].CS(C)=O.C(=O)([O-])[O-].[K+].[K+].[CH2:22](Cl)[CH2:23][CH2:24][CH2:25][CH2:26][CH2:27][CH2:28][CH2:29][CH2:30][CH2:31][CH2:32][CH3:33]>O.C(OCC)(=O)C>[NH2:1][C:2]1[CH:3]=[C:4]([CH:8]=[CH:9][C:10]=1[Cl:11])[C:5]([O:7][CH2:33][CH2:32][CH2:31][CH2:30][CH2:29][CH2:28][CH2:27][CH2:26][CH2:25][CH2:24][CH2:23][CH3:22])=[O:6] |f:2.3.4|. Procedure: 17.2 g (0.1 mol) of 3-amino-4-chlorobenzoic acid was added to 50 ml of dimethylsulfoxide.. Then 13.8 g (0.1 mol) of potassium carbonate was added to the solution obtained above, and the resulting mixture was stirred in the temperature range of from 20 to 30° C. for 30 min. 22.5 g (0.11 mol) of dodecyl chloride was poured into the solution thus obtained, and the resulting solution was heated to 100° C., and allowed to react at the temperature for 1 hour. After completing the reaction, 50 ml of et... Reactants: FC=1C=C(C=CC1)S(=O)(=O)C1=CC=C2C(CCOC2=C1)CN=C=O (7-(3-fluoro-benzenesulfonyl)-4-isocyanatomethyl-chroman), [H-].[H-].[H-].[H-].[Li+].[Al+3] (LiAlH4). Run in C1CCOC1 (THF). Reaction conditions: temperature 0 celsius, time 2 hour. The product is FC=1C=C(C=CC1)S(=O)(=O)C1=CC=C2C(CCOC2=C1)CNC ([7-(3-Fluoro-benzenesulfonyl)-chroman-4-ylmethyl]-methyl-amine). As a reaction SMILES: [F:1][C:2]1[CH:3]=[C:4]([S:8]([C:11]2[CH:20]=[C:19]3[C:14]([CH:15]([CH2:21][N:22]=[C:23]=O)[CH2:16][CH2:17][O:18]3)=[CH:13][CH:12]=2)(=[O:10])=[O:9])[CH:5]=[CH:6][CH:7]=1.[H-].[H-].[H-].[H-].[Li+].[Al+3]>C1COCC1>[F:1][C:2]1[CH:3]=[C:4]([S:8]([C:11]2[CH:20]=[C:19]3[C:14]([CH:15]([CH2:21][NH:22][CH3:23])[CH2:16][CH2:17][O:18]3)=[CH:13][CH:12]=2)(=[O:10])=[O:9])[CH:5]=[CH:6][CH:7]=1 |f:1.2.3.4.5.6|. Procedure: To a solution of 7-(3-fluoro-benzenesulfonyl)-4-isocyanatomethyl-chroman (0.12 g, 0.35 mmol) in THF (15 ml) at 0° C. was added LiAlH4 (0.52 ml, 1.0 M in THF, 0.525 mmol). The mixture was stirred at 0° C. for 2 hours, then was quenched with one drop of H2O, 3 drops of 2N NaOH, and 3 drops of H2O again. The precipitate was filtered off. The solution was diluted with EtOAc, washed with water, dried with MgSO4, filtered and concentrated. The residue was purified with preparative TLC to give [7-(3-Fl... The reactants are C(C)(=O)O.OCCC1=NSC2=C1C=C(C=C2)N2C(N(C(=CC2=O)C(F)(F)F)C)=O (3-(2-hydroxyethyl)-1,2-benzisothiazol-5-yl-1-methyl-6-(trifluoromethyl)-2,4(1H,3H)-pyrimidinedione acetate). Solvent: Cl (hydrochloric acid). The product is OCCC1=NSC2=C1C=C(C=C2)N2C(N(C(=CC2=O)C(F)(F)F)C)=O (3-[3-(2-Hydroxyethyl)-1,2-benzisothiazol-5-yl]-1-methyl-6-(trifluoromethyl)-2,4(1H,3H)-pyrimidinedione). As a reaction SMILES: C(O)(=O)C.[OH:5][CH2:6][CH2:7][C:8]1[C:12]2[CH:13]=[C:14]([N:17]3[C:22](=[O:23])[CH:21]=[C:20]([C:24]([F:27])([F:26])[F:25])[N:19]([CH3:28])[C:18]3=[O:29])[CH:15]=[CH:16][C:11]=2[S:10][N:9]=1>Cl>[OH:5][CH2:6][CH2:7][C:8]1[C:12]2[CH:13]=[C:14]([N:17]3[C:22](=[O:23])[CH:21]=[C:20]([C:24]([F:25])([F:27])[F:26])[N:19]([CH3:28])[C:18]3=[O:29])[CH:15]=[CH:16][C:11]=2[S:10][N:9]=1 |f:0.1|. Reported procedure: A mixture of 3-[3-(2-hydroxyethyl)-1,2-benzisothiazol-5-yl-1-methyl-6-(trifluoromethyl)-2,4(1H,3H)-pyrimidinedione acetate (1.00 g, 2.42 mmol) in 10% hydrochloric acid (250 mL) is refluxed for 35 minutes and filtered through glass wool to remove solids. The resultant filtrate is cooled and extracted with methylene chloride. The combined organic extracts are washed with water, dried over anhydrous sodium sulfate, and concentrated in vacuo to give the title product as a yellow solid which is ident...